This data is from the Open Reaction Database (ORD), a public repository of structured organic reaction records. The task is: describe an organic reaction: reactants, conditions, products, and yield Reactants: O=C(Cl)COCc1ccccc1, C1CCOC1, NC(=O)c1cccnc1N, O. The product is NC(=O)c1cccnc1NC(=O)COCc1ccccc1. RXN SMILES: [CH2:11]([c:12]1[cH:13][cH:14][cH:15][cH:16][cH:17]1)[O:18][CH2:19][C:20](=[O:21])[Cl:22].[CH2:24]1[O:25][CH2:26][CH2:27][CH2:28]1.[NH2:1][c:2]1[c:3]([C:4](=[O:5])[NH2:6])[cH:7][cH:8][cH:9][n:10]1.[OH2:23]>>[NH:1]([c:2]1[c:3]([C:4](=[O:5])[NH2:6])[cH:7][cH:8][cH:9][n:10]1)[C:20]([CH2:19][O:18][CH2:11][c:12]1[cH:13][cH:14][cH:15][cH:16][cH:17]1)=[O:21]. The reactants are ClC1=CC=CC=C1C(=O)OO (chloroperbenzoic acid), C(C=C)C1=CC=CC=C1 (allyl benzene). Solvent: C(Cl)Cl (methylene chloride), C(Cl)Cl (methylene chloride), CCOCC (ether). Conditions: time 5 hour. The product is C(C1=CC=CC=C1)C1CO1 (1-benzyl ethylene oxide). Isolated yield 74.5%. Reaction SMILES: ClC1C(C(OO)=[O:9])=CC=CC=1.[CH2:12]([C:15]1[CH:20]=[CH:19][CH:18]=[CH:17][CH:16]=1)[CH:13]=[CH2:14]>C(Cl)Cl.CCOCC>[CH2:12]([CH:13]1[O:9][CH2:14]1)[C:15]1[CH:20]=[CH:19][CH:18]=[CH:17][CH:16]=1. Reported procedure: A solution of m chloroperbenzoic acid (mCPBA; 17 g, 0.1 mol) in 120 mL of methylene chloride was added (at ambient temperature) dropwise to a solution of allyl benzene (10 g, 85 mmol) in 200 mL of methylene chloride. After the reaction mixture was stirred for 5 h with a mechanical stirrer, 5 additional qrams of m CPBA were added and the reaction mixture stirred for another 2 h. The reaction mixture was then diluted with 200 mL of ether, washed with 2×100 mL of aqueous sodium bisulfite solution, ... The reactants are CC1=CC=C(C=C1)S(=O)(=O)O (4-methylbenzene sulfonic acid), OCC1NCCCC1 (2-hydroxymethylpiperidine), S(=O)(=O)(C1=CC=C(C)C=C1)Cl (tosylchloride), 1-[(4-methylphenyl)sulfonyl]-2-piperidinemethanol ester, oil, ClC1=CC=C(C=C1)S (p-chlorothiophenol), C([O-])([O-])=O.[Na+].[Na+] (sodium carbonate). Solvent: N1=CC=CC=C1 (pyridine), CN(C=O)C (dimethylformamide). Conditions: temperature 100 celsius, time 8 hour. Product: ClC1=CC=C(C=C1)SCC1N(CCCC1)S(=O)(=O)C1=CC=C(C=C1)C (2-[[(4-Chlorophenyl)thio]methyl]-1-[(4-methylphenyl)sulfonyl]piperidine). The yield is 43.9%. RXN SMILES: O[CH2:2][CH:3]1[CH2:8][CH2:7][CH2:6][CH2:5][NH:4]1.[S:9](Cl)([C:12]1[CH:18]=[CH:17][C:15]([CH3:16])=[CH:14][CH:13]=1)(=[O:11])=[O:10].CC1C=CC(S(O)(=O)=O)=CC=1.[Cl:31][C:32]1[CH:37]=[CH:36][C:35]([SH:38])=[CH:34][CH:33]=1.C(=O)([O-])[O-].[Na+].[Na+]>N1C=CC=CC=1.CN(C)C=O>[Cl:31][C:32]1[CH:37]=[CH:36][C:35]([S:38][CH2:2][CH:3]2[CH2:8][CH2:7][CH2:6][CH2:5][N:4]2[S:9]([C:12]2[CH:18]=[CH:17][C:15]([CH3:16])=[CH:14][CH:13]=2)(=[O:11])=[O:10])=[CH:34][CH:33]=1 |f:4.5.6|. Procedure: A solution of 57.92 g (0.504 mole) of 2-hydroxymethylpiperidine and 236 g (1.24 mole) of tosylchloride in one liter of pyridine was stirred at 25° C. overnight. The mixture was quenched in water and the aqueous mixture was extracted with several portions of methylene chloride. The combined methylene chloride extract was extracted with 1M sulfuric acid solution followed by 1M aqueous sodium hydroxide, dried over magnesium sulfate and evaporated to give an oil which was shown by NMR and mass spect... Starting materials: CCOCCCCCC(OC(=O)C1=Cc2ccc(OCc3ccccc3)cc2CC1)C(F)(F)F, CO, ClC(Cl)Cl, C[Si](C)(C)I. Product: CCOCCCCCC(OC(=O)C1=Cc2ccc(O)cc2CC1)C(F)(F)F. As a reaction SMILES: [CH2:5]([c:6]1[cH:7][cH:8][cH:9][cH:10][cH:11]1)[O:12][c:13]1[cH:14][c:15]2[c:20]([cH:21][cH:22]1)[CH:19]=[C:18]([C:23](=[O:24])[O:25][CH:26]([CH2:27][CH2:28][CH2:29][CH2:30][CH2:31][O:32][CH2:33][CH3:34])[C:35]([F:36])([F:37])[F:38])[CH2:17][CH2:16]2.[CH3:44][OH:45].[CH:1]([Cl:2])([Cl:3])[Cl:4].[I:39][Si:40]([CH3:41])([CH3:42])[CH3:43]>>[OH:12][c:13]1[cH:14][c:15]2[c:20]([cH:21][cH:22]1)[CH:19]=[C:18]([C:23](=[O:24])[O:25][CH:26]([CH2:27][CH2:28][CH2:29][CH2:30][CH2:31][O:32][CH2:33][CH3:34])[C:35]([F:36])([F:37])[F:38])[CH2:17][CH2:16]2. Reactants: C=CC(=O)OCC, CC(=O)O, CCO, N#CCc1ccc(C2CCCCC2)c(Cl)c1, [Na], O. Product: CCOC(=O)CCC(C#N)c1ccc(C2CCCCC2)c(Cl)c1. As a reaction SMILES: [CH2:18]([CH3:19])[O:20][C:21]([CH:22]=[CH2:23])=[O:24].[CH3:25][C:26](=[O:27])[OH:28].[CH3:29][CH2:30][OH:31].[Cl:2][c:3]1[cH:4][c:5]([CH2:15][C:16]#[N:17])[cH:6][cH:7][c:8]1[CH:9]1[CH2:10][CH2:11][CH2:12][CH2:13][CH2:14]1.[Na:1].[OH2:32]>>[Cl:2][c:3]1[cH:4][c:5]([CH:15]([C:16]#[N:17])[CH2:23][CH2:22][C:21]([O:20][CH2:18][CH3:19])=[O:24])[cH:6][cH:7][c:8]1[CH:9]1[CH2:10][CH2:11][CH2:12][CH2:13][CH2:14]1. Starting materials: CC#N, Cc1cc(O)cc(=O)n1-c1cc(CO)ccc1Cl, Fc1ccc(CBr)c(F)c1, [K+], [K+], [Na+], O=C([O-])[O-], O=C([O-])O, CN(C)C=O, O. Yields the product Cc1cc(OCc2ccc(F)cc2F)cc(=O)n1-c1cc(CO)ccc1Cl. As a reaction SMILES: [C:46](#[N:47])[CH3:48].[Cl:1][c:2]1[c:3](-[n:10]2[c:11](=[O:18])[cH:12][c:13]([OH:17])[cH:14][c:15]2[CH3:16])[cH:4][c:5]([CH2:8][OH:9])[cH:6][cH:7]1.[F:19][c:20]1[c:21]([CH2:22][Br:23])[cH:24][cH:25][c:26]([F:28])[cH:27]1.[K+:29].[K+:30].[Na+:39].[O-:31][C:32]([O-:33])=[O:34].[O-:35][C:36]([OH:37])=[O:38].[O:40]=[CH:41][N:42]([CH3:43])[CH3:44].[OH2:45]>>[Cl:1][c:2]1[c:3](-[n:10]2[c:11](=[O:18])[cH:12][c:13]([O:17][CH2:22][c:21]3[c:20]([F:19])[cH:27][c:26]([F:28])[cH:25][cH:24]3)[cH:14][c:15]2[CH3:16])[cH:4][c:5]([CH2:8][OH:9])[cH:6][cH:7]1. The reactants are C(C)(C)NC(C)C (diisopropylamine), C(CCC)[Li] (n-butyllithium), N(=O)N(C)C (N-nitrosodimethylamine), CC1=C(OCCCCCC2=CC(=NO2)C)C(=CC(=C1)C#N)C (5-[5-(2,6-dimethyl-4-cyanophenoxy)pentyl]-3-methylisoxazole). Run in O1CCCC1 (tetrahydrofuran), C(C)(=O)O (acetic acid), O1CCCC1 (tetrahydrofuran), O1CCCC1 (tetrahydrofuran). Conditions: temperature -78 celsius, time 30 minute. The product is CC=1C=C(C=C(C1OCCCCCC1=CC(=NO1)C)C)C=1N=NN(C1)C (4-[3,5-dimethyl-4-{[5-(3-methyl-5-isoxazolyl)pentyl]oxy}phenyl]-1-methyl-1H-1,2,3-triazole). As a reaction SMILES: C(NC(C)C)(C)C.C([Li])CCC.[N:13]([N:15]([CH3:17])[CH3:16])=O.[CH3:18][C:19]1[CH:36]=[C:35]([C:37]#[N:38])[CH:34]=[C:33]([CH3:39])[C:20]=1[O:21][CH2:22][CH2:23][CH2:24][CH2:25][CH2:26][C:27]1[O:31][N:30]=[C:29]([CH3:32])[CH:28]=1>O1CCCC1.C(O)(=O)C>[CH3:39][C:33]1[CH:34]=[C:35]([C:37]2[N:38]=[N:13][N:15]([CH3:17])[CH:16]=2)[CH:36]=[C:19]([CH3:18])[C:20]=1[O:21][CH2:22][CH2:23][CH2:24][CH2:25][CH2:26][C:27]1[O:31][N:30]=[C:29]([CH3:32])[CH:28]=1. Procedure details: To a stirred solution of 6.6 ml diisopropylamine in 150 dry tetrahydrofuran at 0° C. under nitrogen was slowly added 18.4 ml (2.5 m) n-butyllithium. The mixture was cooled to -78° C., and 3.2 ml N-nitrosodimethylamine was then slowly added. The latter mixture was stirred for 30 min, and 6.0 g 5-[5-(2,6-dimethyl-4-cyanophenoxy)pentyl]-3-methylisoxazole in 33 ml dry tetrahydrofuran was added dropwise. The reaction mixture was stirred at -73° C. for 8.5 hours, and 3 ml glacial acetic acid in 10 ml ... The reactants are CCOc1ccc(S(=O)(=O)Cl)cc1-c1nn2c(C(CC)CC)nc(C)c2c(=O)[nH]1, CN(C)c1ccccn1, CN1CCNCC1, ClCCl. Product: CCOc1ccc(S(=O)(=O)N2CCN(C)CC2)cc1-c1nn2c(C(CC)CC)nc(C)c2c(=O)[nH]1. As a reaction SMILES: [CH2:1]([CH3:2])[O:3][c:4]1[c:5](-[c:14]2[n:15][n:16]3[c:17]([c:18](=[O:20])[nH:19]2)[c:21]([CH3:29])[n:22][c:23]3[CH:24]([CH2:25][CH3:26])[CH2:27][CH3:28])[cH:6][c:7]([S:10](=[O:11])(=[O:12])[Cl:13])[cH:8][cH:9]1.[CH3:30][N:31]([c:32]1[cH:33][cH:34][cH:35][cH:36][n:37]1)[CH3:38].[CH3:39][N:40]1[CH2:41][CH2:42][NH:43][CH2:44][CH2:45]1.[Cl:46][CH2:47][Cl:48]>>[CH2:1]([CH3:2])[O:3][c:4]1[c:5](-[c:14]2[n:15][n:16]3[c:17]([c:18](=[O:20])[nH:19]2)[c:21]([CH3:29])[n:22][c:23]3[CH:24]([CH2:25][CH3:26])[CH2:27][CH3:28])[cH:6][c:7]([S:10](=[O:11])(=[O:12])[N:43]2[CH2:42][CH2:41][N:40]([CH3:39])[CH2:45][CH2:44]2)[cH:8][cH:9]1. Reactants: CC(C)=O, O=S(=O)(c1cc2cc(Cl)ccc2[nH]1)N1CCNCC1, Cl, O=C(O)c1ccc(-n2ccnc2)cc1. The product is O=C(c1ccc(-n2ccnc2)cc1)N1CCN(S(=O)(=O)c2cc3cc(Cl)ccc3[nH]2)CC1. As a reaction SMILES: [CH3:35][C:36](=[O:37])[CH3:38].[Cl:16][c:17]1[cH:18][c:19]2[cH:20][c:21]([S:26](=[O:27])(=[O:28])[N:29]3[CH2:30][CH2:31][NH:32][CH2:33][CH2:34]3)[nH:22][c:23]2[cH:24][cH:25]1.[ClH:1].[n:2]1(-[c:7]2[cH:8][cH:9][c:10]([C:11](=[O:12])[OH:13])[cH:14][cH:15]2)[cH:3][n:4][cH:5][cH:6]1>>[n:2]1(-[c:7]2[cH:8][cH:9][c:10]([C:11](=[O:13])[N:32]3[CH2:31][CH2:30][N:29]([S:26]([c:21]4[cH:20][c:19]5[cH:18][c:17]([Cl:16])[cH:25][cH:24][c:23]5[nH:22]4)(=[O:27])=[O:28])[CH2:34][CH2:33]3)[cH:14][cH:15]2)[cH:3][n:4][cH:5][cH:6]1.